Task: describe an organic reaction: reactants, conditions, products, and yield. Dataset: the Open Reaction Database (ORD), a public repository of structured organic reaction records Yields the product COCC(=O)NC1CCC(CCN2CCN(c3nccc4c3CCO4)CC2)CC1. RXN SMILES: [CH3:28][O:29][CH2:30][C:31](=[O:32])[OH:33].[ClH:1].[ClH:2].[ClH:3].[O:4]1[CH2:5][CH2:6][c:7]2[c:8]([N:13]3[CH2:14][CH2:15][N:16]([CH2:19][CH2:20][CH:21]4[CH2:22][CH2:23][CH:24]([NH2:27])[CH2:25][CH2:26]4)[CH2:17][CH2:18]3)[n:9][cH:10][cH:11][c:12]21>>[O:4]1[CH2:5][CH2:6][c:7]2[c:8]([N:13]3[CH2:14][CH2:15][N:16]([CH2:19][CH2:20][CH:21]4[CH2:22][CH2:23][CH:24]([NH:27][C:31]([CH2:30][O:29][CH3:28])=[O:32])[CH2:25][CH2:26]4)[CH2:17][CH2:18]3)[n:9][cH:10][cH:11][c:12]21. Reactants: COCC(=O)O, Cl, Cl, Cl, NC1CCC(CCN2CCN(c3nccc4c3CCO4)CC2)CC1. Starting materials: COC(C(CC1=CC=C(C=C1)OCC1=CC=CC=C1)OC)=O (3-(4-Benzyloxyphenyl)-2-methoxypropanoic acid methyl ester). The reagents and catalysts are [Pd] (Pd/C). The solvent is CO (methanol). Yields the product COC(C(CC1=CC=C(C=C1)O)OC)=O (3-(4-hydroxyphenyl)-2-methoxypropanoic acid methyl ester). The yield is 86.8%. RXN SMILES: [CH3:1][O:2][C:3](=[O:22])[CH:4]([O:20][CH3:21])[CH2:5][C:6]1[CH:11]=[CH:10][C:9]([O:12]CC2C=CC=CC=2)=[CH:8][CH:7]=1>CO.[Pd]>[CH3:1][O:2][C:3](=[O:22])[CH:4]([O:20][CH3:21])[CH2:5][C:6]1[CH:11]=[CH:10][C:9]([OH:12])=[CH:8][CH:7]=1. Reported procedure: 3-(4-Benzyloxyphenyl)-2-methoxypropanoic acid methyl ester (1.91 g; 6.36 mmole) was hydrogenated in methanol (30 ml) using Pd/C (5%, wet, 0.9 g) as catalyst. The mixture was filtered through celite and the filtrate was evaporated in vacuo to give 1.16 g (yield 87%) of 3-(4-hydroxyphenyl)-2-methoxypropanoic acid methyl ester. Starting materials: BrN1C(CCC1=O)=O (N-Bromosuccinimide), O=C1N(C2=C(C(=NC1)C1=CC=CC=C1)C=CC=C2)CC(F)(F)F (2-oxo-5-phenyl-1-(2,2,2-trifluoroethyl)-2,3-dihydro-1H-1,4-benzodiazepine), FC(C(=O)O)(F)F (trifluoroacetic acid). Solvent: C(Cl)(Cl)(Cl)Cl (carbon tetrachloride). Conditions: time 15 minute. Yields the product OC1C(N(C2=C(C(=N1)C1=CC=CC=C1)C=CC=C2)CC(F)(F)F)=O (3-Hydroxy-2-oxo-5-phenyl-1-(2,2,2-trifluoroethyl)-2,3-dihydro-1H-1,4-benzodiazepine). RXN SMILES: BrN1C(=[O:7])CCC1=O.[O:9]=[C:10]1[CH2:16][N:15]=[C:14]([C:17]2[CH:22]=[CH:21][CH:20]=[CH:19][CH:18]=2)[C:13]2[CH:23]=[CH:24][CH:25]=[CH:26][C:12]=2[N:11]1[CH2:27][C:28]([F:31])([F:30])[F:29].FC(F)(F)C(O)=O>C(Cl)(Cl)(Cl)Cl>[OH:7][CH:16]1[N:15]=[C:14]([C:17]2[CH:22]=[CH:21][CH:20]=[CH:19][CH:18]=2)[C:13]2[CH:23]=[CH:24][CH:25]=[CH:26][C:12]=2[N:11]([CH2:27][C:28]([F:31])([F:29])[F:30])[C:10]1=[O:9]. Procedure details: N-Bromosuccinimide (0.335 g, 1.88 mmol) was added to a solution of 2-oxo-5-phenyl-1-(2,2,2-trifluoroethyl)-2,3-dihydro-1H-1,4-benzodiazepine (H. G. Selnick et al., J. Med. Chem., 1997, 40, 3865-3868) (0.500 g, 1.57 mmol) in carbon tetrachloride (20 mL) at room temperature. After 15 min, trifluoroacetic acid (1.0 mL) was added, and the reaction refluxed for 5 h. The reaction was cooled and concentrated. The residue was dissolved in 5% aqueous sodium acetate (15 mL) and acetone (10 mL) and stirred... Reactants: ClC=1C=CC(=NC1)SC1=C(N=CN1C)C1=CC=C(C=C1)[C@@H]1[C@H](C1)CO ([(1S,2S)-2-(4-{5-[(5-Chloropyridin-2-yl)thio]-1-methyl-1H-imidazol-4-yl}phenyl)cyclopropyl]methanol), ClC=1C=CC(=NC1)SC1=C(N=CN1C)C1=CC=C(C=C1)[C@@H]1[C@H](C1)CO ([(1S,2S)-2-(4-{5-[(5-Chloropyridin-2-yl)thio]-1-methyl-1H-imidazol-4-yl}phenyl)cyclopropyl]methanol), [H-].[Na+] (NaH), FCCI (1-fluoro-2-iodoethane). Solvent: CN(C)C=O (DMF). Yields the product ClC=1C=CC(=NC1)SC1=C(N=CN1C)C1=CC=C(C=C1)[C@@H]1[C@H](C1)COCCF (5-Chloro-2-{[4-(4-{(1S,2S)-2-[(2-fluoroethoxy)methyl]cyclopropyl}phenyl)-1-methyl-1H-imidazol-5-yl]thio}pyridine). As a reaction SMILES: [Cl:1][C:2]1[CH:3]=[CH:4][C:5]([S:8][C:9]2[N:13]([CH3:14])[CH:12]=[N:11][C:10]=2[C:15]2[CH:20]=[CH:19][C:18]([C@H:21]3[CH2:23][C@@H:22]3[CH2:24][OH:25])=[CH:17][CH:16]=2)=[N:6][CH:7]=1.[H-].[Na+].[F:28][CH2:29][CH2:30]I>CN(C=O)C>[Cl:1][C:2]1[CH:3]=[CH:4][C:5]([S:8][C:9]2[N:13]([CH3:14])[CH:12]=[N:11][C:10]=2[C:15]2[CH:20]=[CH:19][C:18]([C@H:21]3[CH2:23][C@@H:22]3[CH2:24][O:25][CH2:30][CH2:29][F:28])=[CH:17][CH:16]=2)=[N:6][CH:7]=1 |f:1.2|. Procedure: [(1S,2S)-2-(4-{5-[(5-Chloropyridin-2-yl)thio]-1-methyl-1H-imidazol-4-yl}phenyl)cyclopropyl]methano 1 (product of Example 23, 20 mg, 0.054 mmol) was dissolved in DMF (1 mL), to which was added NaH (0.25 mmol) and 1-fluoro-2-iodoethane (0.25 mmol) at 0° C. The reaction was warmed to rt and then heated at 55° C. for 2 hours. After it was cooled t rt, the reaction was quenched with 1 mL of aqueous NH4Cl and diluted with 5 mL of EtOAc. The mixture was washed with water (two times) and brine. The orga... The reactants are resultant mixture, OC=1C(=C2C(CC(OC2=C(C1C)C)=O)(C)C)C (6-hydroxy-4,4,5,7,8-pentamethylchroman-2-one), CC(=O)C (acetone), O (water), C1CC(=O)N(C1=O)Br (NBS). Solvent: C(C)#N (acetonitrile). Yields the product CC(CC(=O)O)(C)C1=C(C(C(=C(C1=O)C)C)=O)C (3-Methyl-3-(2,4,5-trimethyl-3,6-dioxocyclohexa-1,4-dien-1-yl)butanoic acid). Isolated yield 96.0%. RXN SMILES: [OH:1][C:2]1[C:3]([CH3:17])=[C:4]2[C:9](=[C:10]([CH3:13])[C:11]=1[CH3:12])[O:8][C:7](=[O:14])[CH2:6][C:5]2([CH3:16])[CH3:15].CC(C)=[O:20].O.C1C(=O)N(Br)C(=O)C1>C(#N)C>[CH3:15][C:5]([C:4]1[C:9](=[O:8])[C:10]([CH3:13])=[C:11]([CH3:12])[C:2](=[O:1])[C:3]=1[CH3:17])([CH3:16])[CH2:6][C:7]([OH:20])=[O:14]. Reported procedure: To the solution of 6-hydroxy-4,4,5,7,8-pentamethylchroman-2-one (15 g, 0.064 mol) in a mixture of acetonitrile (600 ml), acetone (50 ml) and water (300 ml), NBS (11.4 g, 0.064 mol) was added. The resultant mixture was stirred for 30 minutes at room temperature. After removing most of the organic solvent, the yellow solid was collected by filtration, washed by water and dried over vacuum to afford a yield of 96%. 1H NMR (300 MHz, CD2Cl2) δ 3.0 (s, 2H, CH2), 2.13 (s, 3H, CH3), 1.94 (s, 3H, CH3), 1... The reactants are BrC1=CNC=2N=CN=C(C21)Cl (5-Bromo-4-chloro-7H-pyrrolo[2,3-d]pyrimidine), ClCOCC[Si](C)(C)C ([2-(chloromethoxy)ethyl](trimethyl)silane), [H-].[Na+] (Sodium hydride), O (water). The solvent is CN(C=O)C (dimethylformamide), CN(C=O)C (dimethylformamide), CN(C=O)C (dimethylformamide). Reaction conditions: temperature 0 celsius, time 10 minute. Product: BrC1=CN(C=2N=CN=C(C21)Cl)COCC[Si](C)(C)C (5-Bromo-4-chloro-7-((2-(trimethylsilyl)ethoxy)methyl)-7H-pyrrolo[2,3-d]pyrimidine). Yield: 75.7%. Reaction SMILES: [H-].[Na+].[Br:3][C:4]1[C:12]2[C:11]([Cl:13])=[N:10][CH:9]=[N:8][C:7]=2[NH:6][CH:5]=1.Cl[CH2:15][O:16][CH2:17][CH2:18][Si:19]([CH3:22])([CH3:21])[CH3:20].O>CN(C)C=O>[Br:3][C:4]1[C:12]2[C:11]([Cl:13])=[N:10][CH:9]=[N:8][C:7]=2[N:6]([CH2:15][O:16][CH2:17][CH2:18][Si:19]([CH3:22])([CH3:21])[CH3:20])[CH:5]=1 |f:0.1|. Reported procedure: Sodium hydride (60% dispersion in mineral oil, 0.205 g, 5.13 mmol) was suspended in 5 mL dimethylformamide. The mixture was stirred for 10 min and then cooled at 0° C. with an ice bath. 5-Bromo-4-chloro-7H-pyrrolo[2,3-d]pyrimidine (1 g, 4.30 mmol) dissolved in 5 mL dimethylformamide was added dropwise and the mixture was stirred for 30 min. At the same temperature [2-(chloromethoxy)ethyl](trimethyl)silane (0.9 g, 5.4 mmol) dissolved in 5 mL dimethylformamide was added dropwise and stirred for 30... RXN SMILES: [Cl:1][c:2]1[n:3](-[c:11]2[c:12]([F:18])[cH:13][c:14]([F:17])[cH:15][cH:16]2)[n:4][c:5]2[c:10]1[CH2:9][CH2:8][CH2:7][CH2:6]2.[OH:19][N+:20]([O-:21])=[O:22].[S:23](=[O:24])(=[O:25])([OH:26])[OH:27]>>[Cl:1][c:2]1[n:3](-[c:11]2[c:12]([F:18])[cH:13][c:14]([F:17])[c:15]([N+:20](=[O:19])[O-:21])[cH:16]2)[n:4][c:5]2[c:10]1[CH2:9][CH2:8][CH2:7][CH2:6]2. Reactants: Fc1ccc(-n2nc3c(c2Cl)CCCC3)c(F)c1, O=[N+]([O-])O, O=S(=O)(O)O. Yields the product O=[N+]([O-])c1cc(-n2nc3c(c2Cl)CCCC3)c(F)cc1F. Reactants: CC1=C(C=CC(=C1)[N+](=O)[O-])N=C1NC2(CS1)CCCCC2 (2-(2-methyl-4-nitrophenylimino)-3-thia-1-azaspiro[4.5]decane), C(C(C)C)Br (isobutyl bromide). Yields the product CC1=C(C=CC(=C1)[N+](=O)[O-])N=C1N(C2(CS1)CCCCC2)CC(C)C (2-(2-methyl-4-nitrophenylimino)-1-isobutyl-3-thia-1-azaspiro[4.5]decane). RXN SMILES: [CH3:1][C:2]1[CH:7]=[C:6]([N+:8]([O-:10])=[O:9])[CH:5]=[CH:4][C:3]=1[N:11]=[C:12]1[S:16][CH2:15][C:14]2([CH2:21][CH2:20][CH2:19][CH2:18][CH2:17]2)[NH:13]1.[CH2:22](Br)[CH:23]([CH3:25])[CH3:24]>>[CH3:1][C:2]1[CH:7]=[C:6]([N+:8]([O-:10])=[O:9])[CH:5]=[CH:4][C:3]=1[N:11]=[C:12]1[S:16][CH2:15][C:14]2([CH2:17][CH2:18][CH2:19][CH2:20][CH2:21]2)[N:13]1[CH2:22][CH:23]([CH3:25])[CH3:24]. Reported procedure: 1-Amninocyclohexane-1-carboxylic acid was protected as the benzyloxycarbonylamine according to Method B1a, Step 1. 1-(Benzyloxycarbonylamino)cyclohexane-1-carboxylic acid was reduced to 1-(benzyloxycarbonylamino)-1-(hydroxymethyl)cyclohexane according to Method B1a, Step 2. The carbamate was deprotected according to Method B1a, Step 3 to give 1-amino-1-(hydroxymethyl)cyclohexane. The 2-hydroxyethylamine was sequentially treated with SOCl2 and 2-methyl-4-nitrophenyl isothiocyanate according to Me...